This data is from the Open Reaction Database (ORD), a public repository of structured organic reaction records. The task is: describe an organic reaction: reactants, conditions, products, and yield The reactants are ClC1=C(C=C(C=C1)OC)C (1-chloro-4-methoxy-2-methylbenzene), C1CC(=O)N(C1=O)Br (NBS), C(C1=CC=CC=C1)(=O)OOC(C1=CC=CC=C1)=O (benzoyl peroxide). Run in C(Cl)(Cl)(Cl)Cl (carbon tetrachloride). Product: BrCC1=C(C=CC(=C1)OC)Cl (2-(bromomethyl)-1-chloro-4-methoxybenzene). RXN SMILES: [Cl:1][C:2]1[CH:7]=[CH:6][C:5]([O:8][CH3:9])=[CH:4][C:3]=1[CH3:10].C1C(=O)N([Br:18])C(=O)C1.C(OOC(=O)C1C=CC=CC=1)(=O)C1C=CC=CC=1>C(Cl)(Cl)(Cl)Cl>[Br:18][CH2:10][C:3]1[CH:4]=[C:5]([O:8][CH3:9])[CH:6]=[CH:7][C:2]=1[Cl:1]. Procedure: To a solution of the 1-chloro-4-methoxy-2-methylbenzene (2.0 g, 12.77 mmol) in anhydrous carbon tetrachloride (50 mL), NBS (2.29 g, 12.98 mmol) and benzoyl peroxide (0.154 g, 0.64 mmol) was added. The reaction mixture was heated to reflux overnight. Then, the reaction mixture was cooled to room temperature and filtered. The filtrate was evaporated to provide crude 2-(bromomethyl)-1-chloro-4-methoxybenzene, which was used for the next step without any further purification; 1H NMR (400 MHz, DMSO-d... Starting materials: O (water), [C@H]1(CCCN2CCCC[C@H]12)CO ((1R,9aR)-1-(Octahydroquinolizin-1-yl)methanol), [H-].[Na+] (sodium hydride), FC1=CC=C(C=C1)[N+](=O)[O-] (4-fluoronitrobenzene). Solvent: CN(C)C=O (DMF). Reaction conditions: time 2 hour. The product is [N+](=O)([O-])C1=CC=C(OC[C@@H]2CCCN3CCCC[C@H]23)C=C1 ((1R,9aR)-1-(4-Nitrophenoxymethyl)octahydroquinolizine). Reaction SMILES: [C@H:1]1([CH2:11][OH:12])[C@@H:10]2[N:5]([CH2:6][CH2:7][CH2:8][CH2:9]2)[CH2:4][CH2:3][CH2:2]1.[H-].[Na+].F[C:16]1[CH:21]=[CH:20][C:19]([N+:22]([O-:24])=[O:23])=[CH:18][CH:17]=1.O>CN(C=O)C>[N+:22]([C:19]1[CH:20]=[CH:21][C:16]([O:12][CH2:11][C@H:1]2[C@@H:10]3[N:5]([CH2:6][CH2:7][CH2:8][CH2:9]3)[CH2:4][CH2:3][CH2:2]2)=[CH:17][CH:18]=1)([O-:24])=[O:23] |f:1.2|. Procedure details: (1R,9aR)-1-(Octahydroquinolizin-1-yl)methanol (2.5 g) was added to a suspension of sodium hydride (60% in oil, 710 mg) in DMF (20 ml) and, after gas evolution ceased, 4-fluoronitrobenzene (2.51 g) was added. After 2 hours, the reaction mixture was hydrolyzed with water and then partitioned between ethyl acetate and dilute hydrochloric acid. The aqueous phase was made alkaline with sodium hydroxide solution and extracted twice with ethyl acetate. The two ethyl acetate phases were combined, dried ... The reactants are CC(=O)O[BH-](OC(C)=O)OC(C)=O, C1COCCN1, CCC1CC1(NC(=O)C1CC(Oc2cc(-c3csc(NC(C)C)n3)nc3c(Cl)c(OCC(OC)OC)ccc23)CN1C(=O)C(NC(=O)OC1CC2CC2C1)C(C)(C)C)C(=O)OC, CC(=O)O, Cl, [Na+], [Na+], O=C([O-])O, O. The product is CCC1CC1(NC(=O)C1CC(Oc2cc(-c3csc(NC(C)C)n3)nc3c(Cl)c(OCCN4CCOCC4)ccc23)CN1C(=O)C(NC(=O)OC1CC2CC2C1)C(C)(C)C)C(=O)OC. As a reaction SMILES: [C:70]([O:71][BH-:72]([O:73][C:74](=[O:75])[CH3:76])[O:77][C:78](=[O:79])[CH3:80])(=[O:81])[CH3:82].[CH2:64]1[CH2:65][O:66][CH2:67][CH2:68][NH:69]1.[CH3:1][O:2][C:3](=[O:4])[C:5]1([NH:10][C:11](=[O:12])[CH:13]2[N:14]([C:46]([CH:47]([C:48]([CH3:49])([CH3:50])[CH3:51])[NH:52][C:53](=[O:54])[O:55][CH:56]3[CH2:57][CH:58]4[CH2:59][CH:60]4[CH2:61]3)=[O:62])[CH2:15][CH:16]([O:18][c:19]3[cH:20][c:21](-[c:37]4[n:38][c:39]([NH:42][CH:43]([CH3:44])[CH3:45])[s:40][cH:41]4)[n:22][c:23]4[c:24]([Cl:36])[c:25]([O:29][CH2:30][CH:31]([O:32][CH3:33])[O:34][CH3:35])[cH:26][cH:27][c:28]34)[CH2:17]2)[CH:6]([CH2:8][CH3:9])[CH2:7]1.[CH3:89][C:90](=[O:91])[OH:92].[ClH:63].[Na+:83].[Na+:88].[O-:84][C:85]([OH:86])=[O:87].[OH2:93]>>[CH3:1][O:2][C:3](=[O:4])[C:5]1([NH:10][C:11](=[O:12])[CH:13]2[N:14]([C:46]([CH:47]([C:48]([CH3:49])([CH3:50])[CH3:51])[NH:52][C:53](=[O:54])[O:55][CH:56]3[CH2:57][CH:58]4[CH2:59][CH:60]4[CH2:61]3)=[O:62])[CH2:15][CH:16]([O:18][c:19]3[cH:20][c:21](-[c:37]4[n:38][c:39]([NH:42][CH:43]([CH3:44])[CH3:45])[s:40][cH:41]4)[n:22][c:23]4[c:24]([Cl:36])[c:25]([O:29][CH2:30][CH2:31][N:69]5[CH2:64][CH2:65][O:66][CH2:67][CH2:68]5)[cH:26][cH:27][c:28]34)[CH2:17]2)[CH:6]([CH2:8][CH3:9])[CH2:7]1. The yield is 53.3%. RXN SMILES: [H-].[Na+].[F:3][C:4]1[CH:16]=[CH:15][C:7]2[C:8](=[O:14])[NH:9][C:10]([CH3:13])([CH3:12])[O:11][C:6]=2[CH:5]=1.Cl[CH2:18][O:19][CH3:20]>C1COCC1>[F:3][C:4]1[CH:16]=[CH:15][C:7]2[C:8](=[O:14])[N:9]([CH2:18][O:19][CH3:20])[C:10]([CH3:12])([CH3:13])[O:11][C:6]=2[CH:5]=1 |f:0.1|. Reaction conditions: time 4 hour. Procedure: Sodium hydride (60% dispersion in oil) (45 mg, 1.13 mmol) was added to a solution of 7-fluoro-2,2-dimethyl-2,3-dihydro-4H-1,3-benzoxazin-4-one (0.2 g, 1.02 mmol) in THF (4 mL) at 0° C., under argon then allowed to warm to RT and chloromethylmethyl ether (0.086 mL, 1.13 mmol) added. The reaction was stirred at RT for 4 hours then poured into ice/water (50 mL) and extracted into ethyl acetate (50 mL). The organics were washed with brine (50 mL), dried (MgSO4), and the solvent removed in vacuo. The... Yields the product FC1=CC2=C(C(N(C(O2)(C)C)COC)=O)C=C1 (7-Fluoro-2,2-dimethyl-3-[(methyloxy)methyl]-2,3-dihydro-4H-1,3-benzoxazin-4-one). Reactants: ice water, [H-].[Na+] (Sodium hydride), FC1=CC2=C(C(NC(O2)(C)C)=O)C=C1 (7-fluoro-2,2-dimethyl-2,3-dihydro-4H-1,3-benzoxazin-4-one), ClCOC (chloromethylmethyl ether). The solvent is C1CCOC1 (THF). The reactants are CC(CCCCCC)NCC (N-(2-octyl)-N-ethylamine), C(=S)=S (carbon disulfide), O=[Sb]O[Sb]=O (antimony trioxide), CCCCCC (hexane). Solvent: O (water). Run at temperature 68 celsius. The product is CC(CCCCCC)N(C([S-])=S)CC.[Sb+3].CC(CCCCCC)N(C([S-])=S)CC.CC(CCCCCC)N(C([S-])=S)CC (Antimony N-(2-octyl)-N-ethyldithiocarbamate). Reaction SMILES: [CH3:1][CH:2]([NH:9][CH2:10][CH3:11])[CH2:3][CH2:4][CH2:5][CH2:6][CH2:7][CH3:8].O=[Sb:13]O[Sb]=O.CCCCCC.[C:23](=[S:25])=[S:24]>O>[CH3:1][CH:2]([N:9]([CH2:10][CH3:11])[C:23](=[S:24])[S-:25])[CH2:3][CH2:4][CH2:5][CH2:6][CH2:7][CH3:8].[Sb+3:13].[CH3:1][CH:2]([N:9]([CH2:10][CH3:11])[C:23](=[S:24])[S-:25])[CH2:3][CH2:4][CH2:5][CH2:6][CH2:7][CH3:8].[CH3:1][CH:2]([N:9]([CH2:10][CH3:11])[C:23](=[S:24])[S-:25])[CH2:3][CH2:4][CH2:5][CH2:6][CH2:7][CH3:8] |f:5.6.7.8|. Reported procedure: In a 3-liter, three-neck, round-bottom flask equipped with a stirrer, thermometer, dropping funnel and condenser was placed 157 g. (grams) (1.0 mole) of N-(2-octyl)-N-ethylamine, 49 g. (0.168 mole) of antimony trioxide and 1000 ml. (milliliters) of hexane. The stirred mixture was heated to reflux (68°C.) and 80 g. (1.05 moles) of carbon disulfide was added over a period of 1 hour. The mixture was stirred at reflux for an additional 3 hours, and then the water generated during the reaction was az... Reactants: F[B-](F)(F)F, Cc1onc(-c2ccccc2)c1C(=O)O, CN(C)C=O, CCN(C(C)C)C(C)C, C1CCN(CCN2CCNCC2)C1, CN(C)C(On1nnc2ccccc21)=[N+](C)C. Product: Cc1onc(-c2ccccc2)c1C(=O)N1CCN(CCN2CCCC2)CC1. As a reaction SMILES: [B-:29]([F:30])([F:31])([F:32])[F:33].[CH3:1][c:2]1[c:3]([C:13](=[O:14])[OH:15])[c:4](-[c:7]2[cH:8][cH:9][cH:10][cH:11][cH:12]2)[n:5][o:6]1.[CH3:60][N:61]([CH3:62])[CH:63]=[O:64].[CH:51]([N:52]([CH:53]([CH3:54])[CH3:55])[CH2:56][CH3:57])([CH3:58])[CH3:59].[N:16]1([CH2:21][CH2:22][N:23]2[CH2:24][CH2:25][NH:26][CH2:27][CH2:28]2)[CH2:17][CH2:18][CH2:19][CH2:20]1.[n:34]1([O:35][C:36]([N:37]([CH3:38])[CH3:39])=[N+:40]([CH3:41])[CH3:42])[c:43]2[cH:44][cH:45][cH:46][cH:47][c:48]2[n:49][n:50]1>>[CH3:1][c:2]1[c:3]([C:13](=[O:15])[N:26]2[CH2:25][CH2:24][N:23]([CH2:22][CH2:21][N:16]3[CH2:17][CH2:18][CH2:19][CH2:20]3)[CH2:28][CH2:27]2)[c:4](-[c:7]2[cH:8][cH:9][cH:10][cH:11][cH:12]2)[n:5][o:6]1. Reactants: C(C)(C)N1C(CN(C(C1)=O)C(C)C)=O (1,4-diisopropyl-2,5-diketopiperazine), Cl (hydrochloric acid), P(O)(O)O (phosphorous acid), C=O (formaldehyde), C=O (formaldehyde). The solvent is O (water), O (water). Conditions: temperature 105 celsius. Yields the product C(C)(C)N(CC(=O)O)CP(=O)(O)O (N-isopropyl-N-phosphonomethylglycine). Yield: 70.7%. Reaction SMILES: C(N1C[C:8](=O)[N:7]([CH:11]([CH3:13])[CH3:12])[CH2:6][C:5]1=[O:14])(C)C.Cl.[P:16]([OH:19])([OH:18])[OH:17].C=[O:21]>O>[CH:11]([N:7]([CH2:8][P:16]([OH:19])([OH:18])=[O:17])[CH2:6][C:5]([OH:14])=[O:21])([CH3:12])[CH3:13]. Procedure: A 100 ml 3-necked flask was equipped with a magnetic stir bar, thermometer, condenser and an addition funnel. To this flask were added 1,4-diisopropyl-2,5-diketopiperazine (1.98 g; 10.0 mmol), water (25 ml), concentrated hydrochloric acid (10 ml), and phosphorous acid (1.72 g; 21 mmol). The resulting mixture was heated rapidly to 105° C. At this point, a solution of 37% formaldehyde in water (1.95 g; 24 mmol) was added slowly drop-wise to the mixture. Upon completion of the addition of formaldeh... The reactants are BrC(Br)(Br)Br, C1CCOC1, CCOC(=O)c1cc(CO)on1, c1ccc(P(c2ccccc2)c2ccccc2)cc1. The product is CCOC(=O)c1cc(CBr)on1. As a reaction SMILES: [C:1]([Br:2])([Br:3])([Br:4])[Br:5].[CH2:37]1[O:38][CH2:39][CH2:40][CH2:41]1.[OH:25][CH2:26][c:27]1[cH:28][c:29]([C:32](=[O:33])[O:34][CH2:35][CH3:36])[n:30][o:31]1.[c:6]1([P:7]([c:8]2[cH:9][cH:10][cH:11][cH:12][cH:13]2)[c:14]2[cH:15][cH:16][cH:17][cH:18][cH:19]2)[cH:20][cH:21][cH:22][cH:23][cH:24]1>>[CH2:1]([Br:5])[c:27]1[cH:28][c:29]([C:32](=[O:33])[O:34][CH2:35][CH3:36])[n:30][o:31]1. Reactants: ClC1=CC=C(C=N1)COC=1C=CC2=C(C(=C(O2)C(C2CCCCC2)NC2=CC=C(C=C2)C(=O)N(CCC(=O)OCC)C)C)C1 (Ethyl 3-{[(4-{[{5-[(6-chloropyridin-3-yl)methoxy]-3-methyl-1-benzofuran-2-yl}(cyclohexyl)methyl]amino}phenyl)carbonyl](methyl)amino}-propanoate), ClC1=CC=C(C=N1)COC=1C=CC2=C(C(=C(O2)C(C2CCCCC2)NC2=CC=C(C=C2)C(=O)N(CCC(=O)OCC)C)C)C1 (ethyl 3-{[(4-{[{5-[(6-chloropyridin-3-yl)methoxy]-3-methyl-1-benzofuran-2-yl}(cyclohexyl)methyl]amino}phenyl)carbonyl](methyl)amino}-propanoate), [OH-].[Na+] (sodium hydroxide). Solvent: C(C)O (ethanol). Reaction conditions: time 0.5 hour. Product: ClC1=CC=C(C=N1)COC=1C=CC2=C(C(=C(O2)C(C2CCCCC2)NC2=CC=C(C=C2)C(=O)N(CCC(=O)O)C)C)C1 (3-{[(4-{[{5-[(6-chloropyridin-3-yl)methoxy]-3-methyl-1-benzofuran-2-yl}(cyclohexyl)methyl]amino}phenyl)carbonyl](methyl)amino}-propanoic acid). Yield: 85.1%. As a reaction SMILES: [Cl:1][C:2]1[N:7]=[CH:6][C:5]([CH2:8][O:9][C:10]2[CH:11]=[CH:12][C:13]3[O:17][C:16]([CH:18]([NH:25][C:26]4[CH:31]=[CH:30][C:29]([C:32]([N:34]([CH3:42])[CH2:35][CH2:36][C:37]([O:39]CC)=[O:38])=[O:33])=[CH:28][CH:27]=4)[CH:19]4[CH2:24][CH2:23][CH2:22][CH2:21][CH2:20]4)=[C:15]([CH3:43])[C:14]=3[CH:44]=2)=[CH:4][CH:3]=1.[OH-].[Na+]>C(O)C>[Cl:1][C:2]1[N:7]=[CH:6][C:5]([CH2:8][O:9][C:10]2[CH:11]=[CH:12][C:13]3[O:17][C:16]([CH:18]([NH:25][C:26]4[CH:27]=[CH:28][C:29]([C:32]([N:34]([CH3:42])[CH2:35][CH2:36][C:37]([OH:39])=[O:38])=[O:33])=[CH:30][CH:31]=4)[CH:19]4[CH2:24][CH2:23][CH2:22][CH2:21][CH2:20]4)=[C:15]([CH3:43])[C:14]=3[CH:44]=2)=[CH:4][CH:3]=1 |f:1.2|. Reported procedure: Ethyl 3-{[(4-{[{5-[(6-chloropyridin-3-yl)methoxy]-3-methyl-1-benzofuran-2-yl}(cyclohexyl)methyl]amino}phenyl)carbonyl](methyl)amino}-propanoate (0.32 g) synthesized in the above-mentioned (1) was dissolved in ethanol (3 mL), 1N aqueous sodium hydroxide solution (1.0 mL) was added to the solution at room temperature and the mixture was stirred at room temperature for 0.5 hr. Ethanol was evaporated under reduced pressure, and 1N hydrochloric acid (1.0 mL) was added to the residue. The precipitate ...